This data is from the Open Reaction Database (ORD), a public repository of structured organic reaction records. The task is: describe an organic reaction: reactants, conditions, products, and yield Reaction SMILES: [CH3:1][S-:2].[Na+].[C:4]([O:8][C:9]([N:11]1[CH2:15][CH2:14][C@H:13]([C@@H:16]2[CH2:18][O:17]2)[CH2:12]1)=[O:10])([CH3:7])([CH3:6])[CH3:5].O>C1COCC1>[C:4]([O:8][C:9]([N:11]1[CH2:15][CH2:14][C@H:13]([C@@H:16]([OH:17])[CH2:18][S:2][CH3:1])[CH2:12]1)=[O:10])([CH3:7])([CH3:6])[CH3:5] |f:0.1|. Yields the product C(C)(C)(C)OC(=O)N1C[C@H](CC1)[C@H](CSC)O ((S)-3-((R)-1-Hydroxy-2-methylsulfanylethyl)pyrrolidine-1-carboxylic Acid t-Butyl Ester). Procedure details: Sodium methyl mercaptide (296 mg, 4.2 mmol) was dissolved in THF (1.0 mL), and the mixture was stirred for 10 minutes at room temperature. (S)—(R)-3-Oxiranylpyrrolidine-1-carboxylic acid t-butyl ester (300 mg, 1.41 mmol) was dissolved in THF (0.4 mL) and added to the mixture. The resulting solution was placed in a microwave reactor for 30 minutes at 100° C., then cooled to room temperature. Hexanes (3×10 mL) was added, followed by water (10 mL). The organic layer was collected, dried over Na2SO4... Starting materials: O (water), C(C)(C)(C)OC(=O)N1C[C@H](CC1)[C@H]1OC1 ((S)—(R)-3-Oxiranylpyrrolidine-1-carboxylic acid t-butyl ester), C[S-].[Na+] (Sodium methyl mercaptide). Yield: 56.2%. Conditions: time 10 minute. Run in C1CCOC1 (THF), C1CCOC1 (THF), Hexanes. The reactants are COC([C@H](CC1=C(C=C(C=C1)O)C)OCC)=O ((S)-2-ethoxy-3-(4-hydroxy-2-methyl-phenyl)-propionic acid methyl ester), ClCC=1N=C(OC1C)C1=C(C=CC=C1)C (4-chloromethyl-5-methyl-2-o-tolyl-oxazole), C([O-])([O-])=O.[Cs+].[Cs+] (cesium carbonate), [I-].[K+] (potassium iodide). Run in CC(=O)C (acetone). The product is COC([C@H](CC1=C(C=C(C=C1)OCC=1N=C(OC1C)C1=C(C=CC=C1)C)C)OCC)=O ((S)-2-Ethoxy-3-[2-methyl-4-(5-methyl-2-o-tolyl-oxazol-4-ylmethoxy)-phenyl]-propionic acid methyl ester). Isolated yield 70.6%. Reaction SMILES: [CH3:1][O:2][C:3](=[O:17])[C@@H:4]([O:14][CH2:15][CH3:16])[CH2:5][C:6]1[CH:11]=[CH:10][C:9]([OH:12])=[CH:8][C:7]=1[CH3:13].Cl[CH2:19][C:20]1[N:21]=[C:22]([C:26]2[CH:31]=[CH:30][CH:29]=[CH:28][C:27]=2[CH3:32])[O:23][C:24]=1[CH3:25].C(=O)([O-])[O-].[Cs+].[Cs+].[I-].[K+]>CC(C)=O>[CH3:1][O:2][C:3](=[O:17])[C@@H:4]([O:14][CH2:15][CH3:16])[CH2:5][C:6]1[CH:11]=[CH:10][C:9]([O:12][CH2:19][C:20]2[N:21]=[C:22]([C:26]3[CH:31]=[CH:30][CH:29]=[CH:28][C:27]=3[CH3:32])[O:23][C:24]=2[CH3:25])=[CH:8][C:7]=1[CH3:13] |f:2.3.4,5.6|. Procedure details: A mixture of (S)-2-ethoxy-3-(4-hydroxy-2-methyl-phenyl)-propionic acid methyl ester (80 mg, 0.34 mmol), 4-chloromethyl-5-methyl-2-o-tolyl-oxazole (82 mg, 0.37 mmol), cesium carbonate (120 mg, 0.37 mmol) and a trace of potassium iodide were suspended in acetone (8 ml). The suspension was heated under reflux for 5 h, the solvent evaporated under reduced pressure and the residue dissolved in 2 N HCl/ice water 1/1 and ethyl acetate. The layers were separated and the aqueous layer was extracted two t... Reactants: C12(CC3CC(CC(C1)C3)C2)CCC2=C(N=C(N2)C2CCCCC2)C(=O)O (5-(2-Adamantan-1-yl-ethyl)-2-cyclohexyl-1H-imidazole-4-carboxylic acid), C(C)OC(=O)C1(CCCC1)C1=CC(=CC=C1)N (1-(3-amino-phenyl)-1-cyclopentanecarboxylic acid ethyl ester), ethyl ester. Yields the product C12(CC3CC(CC(C1)C3)C2)CCC2=C(N=C(N2)C2CCCCC2)C(=O)NC=2C=C(C=CC2)C2(CCCC2)C(=O)O (1-(3-{[5-(2-Adamantan-1-yl-ethyl)-2-cyclohexyl-1H-imidazole-4-carbonyl]-amino}-phenyl)-cyclopentanecarboxylic Acid). As a reaction SMILES: [C:1]12([CH2:11][CH2:12][C:13]3[NH:17][C:16]([CH:18]4[CH2:23][CH2:22][CH2:21][CH2:20][CH2:19]4)=[N:15][C:14]=3[C:24](O)=[O:25])[CH2:10][CH:5]3[CH2:6][CH:7]([CH2:9][CH:3]([CH2:4]3)[CH2:2]1)[CH2:8]2.C([O:29][C:30]([C:32]1([C:37]2[CH:42]=[CH:41][CH:40]=[C:39]([NH2:43])[CH:38]=2)[CH2:36][CH2:35][CH2:34][CH2:33]1)=[O:31])C>>[C:1]12([CH2:11][CH2:12][C:13]3[NH:17][C:16]([CH:18]4[CH2:19][CH2:20][CH2:21][CH2:22][CH2:23]4)=[N:15][C:14]=3[C:24]([NH:43][C:39]3[CH:38]=[C:37]([C:32]4([C:30]([OH:29])=[O:31])[CH2:33][CH2:34][CH2:35][CH2:36]4)[CH:42]=[CH:41][CH:40]=3)=[O:25])[CH2:10][CH:5]3[CH2:6][CH:7]([CH2:9][CH:3]([CH2:4]3)[CH2:2]1)[CH2:8]2. Procedure: 5-(2-Adamantan-1-yl-ethyl)-2-cyclohexyl-1H-imidazole-4-carboxylic acid (Example 252) was reacted with 1-(3-amino-phenyl)-1-cyclopentanecarboxylic acid ethyl ester (prepared from 1-(4-chloro-phenyl)-1-cyclopentanecarboxylic acid using Mutti's procedure (S. Mutti et al. Synth. Comm. 1997, 27, 425)) according to the procedure of Example 20, step d. The ethyl ester was hydrolysed using the same procedure as in Example 247, step b to afford the title compound. 1H NMR (300 MHz, d6-DMSO) 12.00 (1H, br ...